This data is from the Open Reaction Database (ORD), a public repository of structured organic reaction records. The task is: describe an organic reaction: reactants, conditions, products, and yield RXN SMILES: [C:24]([c:25]1[cH:26][n:27][cH:28][cH:29][cH:30]1)(=[O:31])[NH:32][c:33]1[cH:34][cH:35][c:36]([CH2:37][Cl:38])[cH:39][cH:40]1.[CH2:41]1[O:42][CH2:43][CH2:44][CH2:45]1.[CH3:18][C:19]([CH3:20])([O-:21])[CH3:22].[CH3:1][O:2][c:3]1[cH:4][c:5]([C:11]2=[N:16][NH:15][C:14](=[O:17])[CH2:13][CH2:12]2)[cH:6][cH:7][c:8]1[O:9][CH3:10].[K+:23]>>[CH3:1][O:2][c:3]1[cH:4][c:5]([C:11]2=[N:16][N:15]([CH2:37][c:36]3[cH:35][cH:34][c:33]([NH:32][C:24]([c:25]4[cH:26][n:27][cH:28][cH:29][cH:30]4)=[O:31])[cH:40][cH:39]3)[C:14](=[O:17])[CH2:13][CH2:12]2)[cH:6][cH:7][c:8]1[O:9][CH3:10]. Yields the product COc1ccc(C2=NN(Cc3ccc(NC(=O)c4cccnc4)cc3)C(=O)CC2)cc1OC. Starting materials: O=C(Nc1ccc(CCl)cc1)c1cccnc1, C1CCOC1, CC(C)(C)[O-], COc1ccc(C2=NNC(=O)CC2)cc1OC, [K+]. Reactants: O=C(O)Cc1ccc(C(F)(F)F)cc1, C#CC(C)(C)N. Reagents/catalysts: CCN=C=NCCCN(C)C.Cl (EDC-HCl), CN1CCOCC1 (NMM), C1(=C(C(=C(C(=C1F)F)F)F)F)O (Pentafluorophenol). Solvent: CN(C)C=O (DMF), CN(C)C=O (DMF), CN(C)C=O (DMF), CN(C)C=O (DMF), CN(C)C=O (DMF), CN(C)C=O (DMF). Conditions: temperature 25 celsius, time 2 hour. Yields the product C#CC(C)(C)NC(=O)Cc1ccc(C(F)(F)F)cc1. Yield: 67.5%. As a reaction SMILES: C#CC(C)(C)N.O=C(O)Cc1ccc(C(F)(F)F)cc1.CCN=C=NCCCN(C)C.Cl.C1(=C(C(=C(C(=C1F)F)F)F)F)O.CN1CCOCC1.CN(C)C=O>>C#CC(C)(C)NC(=O)Cc1ccc(C(F)(F)F)cc1. Starting materials: CC=1C(=C(C(=C(C1NC1=CC=CC=C1)C)C)O)CC(=C)C (3,5,6-trimethyl-2-(2-methyl-2-propenyl)-4-phenylaminophenol), Cl (hydrochloric acid), C([O-])(O)=O.[Na+] (sodium bicarbonate). The yield is 69.2%. The solvent is CO (methanol). The product is CC1(OC2=C(C1)C(=C(C(=C2C)C)NC2=CC=CC=C2)C)C (2,2,4,6,7-Pentamethyl-5-phenylamino-2,3-dihydrobenzofuran). Procedure details: To a solution of 3,5,6-trimethyl-2-(2-methyl-2-propenyl)-4-phenylaminophenol (1.40 g, 4.98 mmol) in methanol (30 ml) was added conc. hydrochloric acid (10 ml) with ice-cooling and the mixture was heated with reflux in an argon atmosphere. The reaction mixture was cooled, neutralized with an aqueous sodium bicarbonate solution and extracted with ethyl acetate. The extract was washed with a saturated saline solution and concentrated. The residue was recrystallized from isopropyl ether to obtain th... Reaction SMILES: [CH3:1][C:2]1[C:3]([CH2:18][C:19]([CH3:21])=[CH2:20])=[C:4]([OH:17])[C:5]([CH3:16])=[C:6]([CH3:15])[C:7]=1[NH:8][C:9]1[CH:14]=[CH:13][CH:12]=[CH:11][CH:10]=1.Cl.C(=O)(O)[O-].[Na+]>CO>[CH3:20][C:19]1([CH3:21])[CH2:18][C:3]2[C:2]([CH3:1])=[C:7]([NH:8][C:9]3[CH:14]=[CH:13][CH:12]=[CH:11][CH:10]=3)[C:6]([CH3:15])=[C:5]([CH3:16])[C:4]=2[O:17]1 |f:2.3|. The reactants are NC1=C(C(=NC(=C1)C1=CN=CO1)Cl)Cl (4-amino-2,3-dichloro-6-(5-oxazolyl)pyridine), CO (methanol), C(C)(=O)[O-].[Na+] (sodium acetate), [C]=O (carbon monoxide). The reagents and catalysts are C(C)(=O)[O-].[Pd+2].C(C)(=O)[O-] (palladium acetate), C1(=CC=CC=C1)P(CCCCP(C1=CC=CC=C1)C1=CC=CC=C1)C1=CC=CC=C1 (1,4-bis(diphenylphosphino)butane). Run at time 12 hour. Product: NC1=C(C(=NC(=C1)C1=CN=CO1)C(=O)OC)Cl (methyl 4-amino-3-chloro-6-(5-oxazolyl)pyridine-2-carboxylate). Reaction SMILES: [NH2:1][C:2]1[CH:7]=[C:6]([C:8]2[O:12][CH:11]=[N:10][CH:9]=2)[N:5]=[C:4](Cl)[C:3]=1[Cl:14].[C:15]([O-:18])(=[O:17])C.[Na+].[C]=O.[CH3:22]O>C([O-])(=O)C.[Pd+2].C([O-])(=O)C.C1(P(C2C=CC=CC=2)CCCCP(C2C=CC=CC=2)C2C=CC=CC=2)C=CC=CC=1>[NH2:1][C:2]1[CH:7]=[C:6]([C:8]2[O:12][CH:11]=[N:10][CH:9]=2)[N:5]=[C:4]([C:15]([O:18][CH3:22])=[O:17])[C:3]=1[Cl:14] |f:1.2,5.6.7,^3:19|. Procedure details: A solution of 4-amino-2,3-dichloro-6-(5-oxazolyl)pyridine (800 mg, 3.48 mmol), sodium acetate (571 mg, 6.96 mmol), palladium acetate (16 mg, 0.07 mmol), and 1,4-bis(diphenylphosphino)butane (30 mg, 0.07 mmol) in methanol (25 mL) was pressurized with carbon monoxide at 100 psi. After 12 hours at 100° C., the reaction mixture was cooled and concentrated. The residue was taken up into ethyl actetate and washed twice with water. The organic layer was dried (MgSO4) and concentrated to provide methyl ... The reactants are CC(C)(OC(=O)NC(C(=O)NCCC1=CC(=C(C=C1)O)OC)C(C)C)C (2-(1,1-dimethylethoxycarbonylamino)-N-[2-(4-hydroxy-3-methoxy-phenyl)-ethyl]-3-methylbutyramide), ClC1=CC=C(C=C1)C#CCOS(=O)(=O)C1=CC=C(C=C1)C (toluene-4-sulfonic acid 3-(4-chloro-phenyl)-prop-2-ynyl ester), C[O-].[Na+] (sodium methoxide). The solvent is CO (methanol), CO (methanol). Product: CC(C)(OC(=O)NC(C(=O)NCCC1=CC(=C(C=C1)OCC#CC1=CC=C(C=C1)Cl)OC)C(C)C)C (2-(1,1-dimethylethoxycarbonylamino)-N-{2-[3-methoxy-4-(4-chlorophenyl-prop-2-ynyloxy)-phenyl]-ethyl}-3-methylbutyramide). As a reaction SMILES: [CH3:1][C:2]([CH3:26])([O:4][C:5]([NH:7][CH:8]([CH:23]([CH3:25])[CH3:24])[C:9]([NH:11][CH2:12][CH2:13][C:14]1[CH:19]=[CH:18][C:17]([OH:20])=[C:16]([O:21][CH3:22])[CH:15]=1)=[O:10])=[O:6])[CH3:3].[Cl:27][C:28]1[CH:33]=[CH:32][C:31]([C:34]#[C:35][CH2:36]OS(C2C=CC(C)=CC=2)(=O)=O)=[CH:30][CH:29]=1.C[O-].[Na+]>CO>[CH3:3][C:2]([CH3:26])([O:4][C:5]([NH:7][CH:8]([CH:23]([CH3:24])[CH3:25])[C:9]([NH:11][CH2:12][CH2:13][C:14]1[CH:19]=[CH:18][C:17]([O:20][CH2:36][C:35]#[C:34][C:31]2[CH:32]=[CH:33][C:28]([Cl:27])=[CH:29][CH:30]=2)=[C:16]([O:21][CH3:22])[CH:15]=1)=[O:10])=[O:6])[CH3:1] |f:2.3|. Reported procedure: A mixture 2-(1,1-dimethylethoxycarbonylamino)-N-[2-(4-hydroxy-3-methoxy-phenyl)-ethyl]-3-methylbutyramide (4.0 g), toluene-4-sulfonic acid 3-(4-chloro-phenyl)-prop-2-ynyl ester (5.3 g) and 1M sodium methoxide solution in methanol (18 ml) in methanol (100 ml) is heated to reflux for 3 hours . Then the solvent is removed by distillation. Water (300 ml) is added. The mixture is extracted with ethyl acetate (2×200 ml) and washed with brine (100 ml). The organic layers are collected, dried (MgSO4) an... The reactants are CCC(C)CBr, CCOC(=O)c1cnn(-c2ccc(O)c(C#N)c2)c1, O=C([O-])[O-], CN(C)C=O, CCOC(C)=O, [K+], [K+], O. The product is CCOC(=O)c1cnn(-c2ccc(OCC(C)CC)c(C#N)c2)c1. RXN SMILES: [Br:26][CH2:27][CH:28]([CH2:29][CH3:30])[CH3:31].[C:1](#[N:2])[c:3]1[cH:4][c:5](-[n:10]2[n:11][cH:12][c:13]([C:15](=[O:16])[O:17][CH2:18][CH3:19])[cH:14]2)[cH:6][cH:7][c:8]1[OH:9].[C:20](=[O:21])([O-:22])[O-:23].[CH3:33][N:34]([CH3:35])[CH:36]=[O:37].[CH3:38][CH2:39][O:40][C:41](=[O:42])[CH3:43].[K+:24].[K+:25].[OH2:32]>>[C:1](#[N:2])[c:3]1[cH:4][c:5](-[n:10]2[n:11][cH:12][c:13]([C:15](=[O:16])[O:17][CH2:18][CH3:19])[cH:14]2)[cH:6][cH:7][c:8]1[O:9][CH2:27][CH:28]([CH2:29][CH3:30])[CH3:31]. Yields the product Cc1cc([N+](=O)[O-])c(N)nc1OCC(F)(F)F. As a reaction SMILES: [Cl:9][c:10]1[c:11]([CH3:20])[cH:12][c:13]([N+:17](=[O:18])[O-:19])[c:14]([NH2:16])[n:15]1.[H-:7].[Na+:8].[O:22]1[CH2:23][CH2:24][CH2:25][CH2:26]1.[OH2:21].[OH:1][CH2:2][C:3]([F:4])([F:5])[F:6]>>[O:1]([CH2:2][C:3]([F:4])([F:5])[F:6])[c:10]1[c:11]([CH3:20])[cH:12][c:13]([N+:17](=[O:18])[O-:19])[c:14]([NH2:16])[n:15]1. The reactants are Cc1cc([N+](=O)[O-])c(N)nc1Cl, [H-], [Na+], C1CCOC1, O, OCC(F)(F)F.